This data is from the Open Reaction Database (ORD), a public repository of structured organic reaction records. The task is: describe an organic reaction: reactants, conditions, products, and yield The reactants are Cc1c([N+](=O)[O-])cc(C(=O)O)cc1[N+](=O)[O-], NS(N)(=O)=O, O, c1ccncc1. Yields the product Cc1c([N+](=O)[O-])cc(C(N)=O)cc1[N+](=O)[O-]. As a reaction SMILES: [CH3:1][c:2]1[c:3]([N+:14](=[O:15])[O-:16])[cH:4][c:5]([C:6](=[O:7])[OH:8])[cH:9][c:10]1[N+:11](=[O:12])[O-:13].[NH2:17][S:18](=[O:19])(=[O:20])[NH2:21].[OH2:22].[cH:23]1[cH:24][cH:25][n:26][cH:27][cH:28]1>>[CH3:1][c:2]1[c:3]([N+:14](=[O:15])[O-:16])[cH:4][c:5]([C:6](=[O:7])[NH2:17])[cH:9][c:10]1[N+:11](=[O:12])[O-:13]. As a reaction SMILES: N1C=CC=C(CN)C=1.[CH3:9][C:10]1[O:14][N:13]=[C:12]([CH2:15][NH2:16])[CH:11]=1.[F:17][C:18]1[CH:40]=[CH:39][C:21]([CH2:22][N:23]2[C@@H:27]([CH3:28])[CH2:26][N:25]([C:29]3[S:30][C:31]([C:35](O)=[O:36])=[C:32]([CH3:34])[N:33]=3)[C:24]2=[O:38])=[CH:20][CH:19]=1.FC1C=CC(CN2[C@H](C)CN(C3SC(C(O)=O)=C(C)N=3)C2=O)=CC=1>>[F:17][C:18]1[CH:40]=[CH:39][C:21]([CH2:22][N:23]2[C@H:27]([CH3:28])[CH2:26][N:25]([C:29]3[S:30][C:31]([C:35]([NH:16][CH2:15][C:12]4[CH:11]=[C:10]([CH3:9])[O:14][N:13]=4)=[O:36])=[C:32]([CH3:34])[N:33]=3)[C:24]2=[O:38])=[CH:20][CH:19]=1. Starting materials: N1=CC(=CC=C1)CN (pyridin-3-ylmethanamine), FC1=CC=C(CN2C(N(C[C@H]2C)C=2SC(=C(N2)C)C(=O)O)=O)C=C1 ((R)-2-(3-(4-fluorobenzyl)-4-methyl-2-oxoimidazolidin-1-yl)-4-methylthiazole-5-carboxylic acid), CC1=CC(=NO1)CN ((5-methylisoxazol-3-yl)methanamine), FC1=CC=C(CN2C(N(C[C@@H]2C)C=2SC(=C(N2)C)C(=O)O)=O)C=C1 ((S)-2-(3-(4-fluorobenzyl)-4-methyl-2-oxoimidazolidin-1-yl)-4-methylthiazole-5-carboxylic acid). Reported procedure: Following the procedure as described in Example 2, making variations as required to replace pyridin-3-ylmethanamine with (5-methylisoxazol-3-yl)methanamine and replace (S)-2-(3-(4-fluorobenzyl)-4-methyl-2-oxoimidazolidin-1-yl)-4-methylthiazole-5-carboxylic acid with (R)-2-(3-(4-fluorobenzyl)-4-methyl-2-oxoimidazolidin-1-yl)-4-methylthiazole-5-carboxylic acid the title compound was obtained as a white solid: mp 139-140° C. (diethyl ether); 1H NMR (300 MHz, DMSO-d6) δ 8.51 (t, J=5.8 Hz, 1H), 7.40-... The product is FC1=CC=C(CN2C(N(C[C@H]2C)C=2SC(=C(N2)C)C(=O)NCC2=NOC(=C2)C)=O)C=C1 ((R)-2-(3-(4-fluorobenzyl)-4-methyl-2-oxoimidazolidin-1-yl)-4-methyl-N-((5-methylisoxazol-3-yl)methyl)thiazole-5-carboxamide). The reactants are CC(COCCOC1=CC=C(OCC2CO2)C=C1)C (3-(4-(2-(2-methylpropoxy)ethoxy)phenoxy)-1,2-epoxypropane), NCCNC(=O)N(C)C (N-2-aminoethyl-N',N'-dimethylurea). The solvent is C(C)(C)O (isopropanol). The product is CN(C(=O)NCCNCC(COC1=CC=C(C=C1)OCCOCC(C)C)O)C (N,N-dimethyl-N'-(2-((2-hydroxy-3-(4-(2-(2-methylpropoxy)ethoxy)phenoxy)propyl)amino)ethyl)urea). As a reaction SMILES: [CH3:1][CH:2]([CH3:19])[CH2:3][O:4][CH2:5][CH2:6][O:7][C:8]1[CH:18]=[CH:17][C:11]([O:12][CH2:13][CH:14]2[O:16][CH2:15]2)=[CH:10][CH:9]=1.[NH2:20][CH2:21][CH2:22][NH:23][C:24]([N:26]([CH3:28])[CH3:27])=[O:25]>C(O)(C)C>[CH3:27][N:26]([CH3:28])[C:24]([NH:23][CH2:22][CH2:21][NH:20][CH2:15][CH:14]([OH:16])[CH2:13][O:12][C:11]1[CH:17]=[CH:18][C:8]([O:7][CH2:6][CH2:5][O:4][CH2:3][CH:2]([CH3:19])[CH3:1])=[CH:9][CH:10]=1)=[O:25]. Procedure: 8 g of 3-(4-(2-(2-methylpropoxy)ethoxy)phenoxy)-1,2-epoxypropane and 14 g of N-2-aminoethyl-N',N'-dimethylurea was warmed (60°-70° C.) in 150 ml of isopropanol over night. The mixture was evaporated and the residue dissolved in ethyl acetate. The ethyl acetate phase was washed with water (twice), fresh water was then added and pH lowered to 5 with hydrochloric acid. Fresh ethyl acetate was then added to the water phase and pH was rised to 9.5. The organic phase was separated off, dried, and evap... Reactants: CC(C(=O)C1=CN(C2=NC=C(N=C21)C2=CC(=CC(=C2)N2CCCC2)OCCSC)COCC[Si](C)(C)C)(C)C (2,2-dimethyl-1-[2-[3-(2-methylsulfanyl-ethoxy)-5-pyrrolidin-1-yl-phenyl]-5-(2-trimethylsilanyl-ethoxymethyl)-5H-pyrrolo[2,3-b]pyrazin-7-yl]-propan-1-one), 4-methylmorpholine n-oxide, C(Cl)Cl (CH2Cl2), S([O-])(O)=O.[Na+] (sodium bisulfite). The reagents and catalysts are O=[Os](=O)(=O)=O (OsO4). Solvent: O.CC(=O)C (water acetone). Yields the product CS(=O)(=O)CCOC=1C=C(C=C(C1)N1CCCC1)C=1N=C2C(=NC1)N(C=C2C(C(C)(C)C)=O)COCC[Si](C)(C)C (1-[2-[3-(2-methanesulfonyl-ethoxy)-5-pyrrolidin-1-yl-phenyl]-5-(2-trimethylsilanyl-ethoxymethyl)-5H-pyrrolo[2,3-b]pyrazin-7-yl]-2,2-dimethyl-propan-1-one). Reaction SMILES: [CH3:1][C:2]([CH3:39])([CH3:38])[C:3]([C:5]1[C:13]2[C:8](=[N:9][CH:10]=[C:11]([C:14]3[CH:19]=[C:18]([N:20]4[CH2:24][CH2:23][CH2:22][CH2:21]4)[CH:17]=[C:16]([O:25][CH2:26][CH2:27]SC)[CH:15]=3)[N:12]=2)[N:7]([CH2:30][O:31][CH2:32][CH2:33][Si:34]([CH3:37])([CH3:36])[CH3:35])[CH:6]=1)=[O:4].[S:40](=[O:43])(O)[O-:41].[Na+].[CH2:45](Cl)Cl>O.CC(C)=O.O=[Os](=O)(=O)=O>[CH3:45][S:40]([CH2:27][CH2:26][O:25][C:16]1[CH:15]=[C:14]([C:11]2[N:12]=[C:13]3[C:5]([C:3](=[O:4])[C:2]([CH3:1])([CH3:39])[CH3:38])=[CH:6][N:7]([CH2:30][O:31][CH2:32][CH2:33][Si:34]([CH3:37])([CH3:35])[CH3:36])[C:8]3=[N:9][CH:10]=2)[CH:19]=[C:18]([N:20]2[CH2:24][CH2:23][CH2:22][CH2:21]2)[CH:17]=1)(=[O:43])=[O:41] |f:1.2,4.5|. Reported procedure: To a solution of 2,2-dimethyl-1-[2-[3-(2-methylsulfanyl-ethoxy)-5-pyrrolidin-1-yl-phenyl]-5-(2-trimethylsilanyl-ethoxymethyl)-5H-pyrrolo[2,3-b]pyrazin-7-yl]-propan-1-one (82 mg, 0.14 mmol) in 20% water/acetone (3 ml) was added 4-methylmorpholine n-oxide (50 mg, 0.43 mmol) followed by addition of aqueous OsO4 solution (0.01 ml, catalytic). After 8 hours stirring a solution of 5% aqueous sodium bisulfite (25 ml) was added followed by CH2Cl2 (25 ml). The material was partitioned and the organic pha... Reactants: Clc1ncc(Br)cn1, CCOC(C)=O, CCC(C)N. The product is CCC(C)Nc1ncc(Br)cn1. RXN SMILES: [Br:1][c:2]1[cH:3][n:4][c:5]([Cl:8])[n:6][cH:7]1.[CH3:14][CH2:15][O:16][C:17]([CH3:18])=[O:19].[CH:9]([CH3:10])([CH2:11][CH3:12])[NH2:13]>>[Br:1][c:2]1[cH:3][n:4][c:5]([NH:13][CH:9]([CH3:10])[CH2:11][CH3:12])[n:6][cH:7]1. The reactants are CCC(CCCCCC)C=1C=C(C=C(O)C1)O (5-(methyl-2-octyl)resorcinol), colorless crystals, Cl (hydrogen chloride), C(C)O (ethanol), O=C1C(SCCC1)C(=O)OC (methyl 3-oxo-2,3,4,5-tetrahydro-6H-thiopyran-2-carboxylate). Run at time 2 day. Product: OC1=CC(=CC2=C1C1=C(C(O2)=O)SCCC1)C(C)C(CCCCC)C (1,2-Dihydro-10-hydroxy-8-(3-methyl-2-octyl)-5-oxo-3H,5H-thiopyrano[2,3-c][1]benzopyran). As a reaction SMILES: C[CH2:2][CH:3]([C:10]1[CH:11]=[C:12]([OH:17])[CH:13]=[C:14]([CH:16]=1)[OH:15])[CH2:4][CH2:5][CH2:6][CH2:7][CH2:8][CH3:9].O=[C:19]1[CH2:24][CH2:23][CH2:22][S:21][CH:20]1[C:25](OC)=[O:26].Cl.[CH2:30](O)C>>[OH:17][C:12]1[C:13]2[C:19]3[CH2:24][CH2:23][CH2:22][S:21][C:20]=3[C:25](=[O:26])[O:15][C:14]=2[CH:16]=[C:10]([CH:3]([CH:4]([CH3:30])[CH2:5][CH2:6][CH2:7][CH2:8][CH3:9])[CH3:2])[CH:11]=1. Procedure: A solution of 14.2 g. (0.06 mole) of 5-(methyl-2-octyl)resorcinol and 11.1 g. (0.063 mole) of methyl 3-oxo-2,3,4,5-tetrahydro-6H-thiopyran-2-carboxylate in 90 ml. of absolute ethanol was cooled in an ice-salt bath and saturated with anhydrous hydrogen chloride. After standing for 2 days at room temperature, the ethanol was removed on a rotary evaporator. The residue was dissolved in ether, washed with sodium bicarbonate solution and dried over sodium sulfate. Evaporation of the solvent gave 28.0... Reactants: COc1cc2c(cc1N)N(C(C)=O)CC2, C1CCOC1, Cc1ccc(S(=O)(=O)n2ccc3c(Nc4cccc(F)c4C(N)=O)nc(Cl)nc32)cc1, Cl, [NH4+], C1COCCO1, [OH-], OCC(F)(F)F. Reaction SMILES: [C:1]([CH3:2])(=[O:3])[N:4]1[CH2:5][CH2:6][c:7]2[cH:8][c:9]([O:14][CH3:15])[c:10]([NH2:13])[cH:11][c:12]21.[CH2:62]1[O:63][CH2:64][CH2:65][CH2:66]1.[Cl:16][c:17]1[n:18][c:19]([NH:36][c:37]2[c:38]([C:39](=[O:40])[NH2:41])[c:42]([F:46])[cH:43][cH:44][cH:45]2)[c:20]2[c:21]([n:22]1)[n:23]([S:26](=[O:27])(=[O:28])[c:29]1[cH:30][cH:31][c:32]([CH3:35])[cH:33][cH:34]1)[cH:24][cH:25]2.[ClH:47].[NH4+:55].[O:48]1[CH2:49][CH2:50][O:51][CH2:52][CH2:53]1.[OH-:54].[OH:56][CH2:57][C:58]([F:59])([F:60])[F:61]>>[C:1]([CH3:2])(=[O:3])[N:4]1[CH2:5][CH2:6][c:7]2[cH:8][c:9]([O:14][CH3:15])[c:10]([NH:13][c:17]3[n:18][c:19]([NH:36][c:37]4[c:38]([C:39](=[O:40])[NH2:41])[c:42]([F:46])[cH:43][cH:44][cH:45]4)[c:20]4[c:21]([n:22]3)[n:23]([S:26](=[O:27])(=[O:28])[c:29]3[cH:30][cH:31][c:32]([CH3:35])[cH:33][cH:34]3)[cH:24][cH:25]4)[cH:11][c:12]21. Yields the product COc1cc2c(cc1Nc1nc(Nc3cccc(F)c3C(N)=O)c3ccn(S(=O)(=O)c4ccc(C)cc4)c3n1)N(C(C)=O)CC2. Reactants: Cc1cccc(C(=O)Nc2cccc(Oc3ccc(N)nc3)c2)n1, Cc1ccc(S(=O)(=O)Cl)cc1, c1ccncc1. Product: Cc1ccc(S(=O)(=O)Nc2ccc(Oc3cccc(NC(=O)c4cccc(C)n4)c3)cn2)cc1. Reaction SMILES: [NH2:1][c:2]1[cH:3][cH:4][c:5]([O:8][c:9]2[cH:10][c:11]([NH:15][C:16](=[O:17])[c:18]3[n:19][c:20]([CH3:24])[cH:21][cH:22][cH:23]3)[cH:12][cH:13][cH:14]2)[cH:6][n:7]1.[c:25]1([CH3:35])[cH:26][cH:27][c:28]([S:31](=[O:32])(=[O:33])[Cl:34])[cH:29][cH:30]1.[cH:36]1[cH:37][cH:38][n:39][cH:40][cH:41]1>>[NH:1]([c:2]1[cH:3][cH:4][c:5]([O:8][c:9]2[cH:10][c:11]([NH:15][C:16](=[O:17])[c:18]3[n:19][c:20]([CH3:24])[cH:21][cH:22][cH:23]3)[cH:12][cH:13][cH:14]2)[cH:6][n:7]1)[S:31]([c:28]1[cH:27][cH:26][c:25]([CH3:35])[cH:30][cH:29]1)(=[O:32])=[O:33]. Starting materials: CC(C(CC(=O)OCC)=O)C (ethyl 4-methyl-3-oxopentanoate), C(OCC)(OCC)OCC (triethyl orthoformate), BrC1=CC=C(N)C=C1 (4-bromoaniline), C(OCC)(OCC)OCC (triethyl orthoformate). Run in methylene chloride hexanes. Conditions: temperature 150 celsius, time 16 hour. The product is BrC1=CC=C(C=C1)NC=C(C(=O)OCC)C(C(C)C)=O (Ethyl 2-[(4-bromophenylamino)methylene]-4-methyl-3-oxopentanoate). Yield: 48.8%. As a reaction SMILES: [CH3:1][CH:2]([CH3:11])[C:3](=[O:10])[CH2:4][C:5]([O:7][CH2:8][CH3:9])=[O:6].[CH:12](OCC)(OCC)OCC.[Br:22][C:23]1[CH:29]=[CH:28][C:26]([NH2:27])=[CH:25][CH:24]=1>>[Br:22][C:23]1[CH:29]=[CH:28][C:26]([NH:27][CH:12]=[C:4]([C:3](=[O:10])[CH:2]([CH3:1])[CH3:11])[C:5]([O:7][CH2:8][CH3:9])=[O:6])=[CH:25][CH:24]=1. Procedure: A mixture of ethyl 4-methyl-3-oxopentanoate (31.6 g, 0.200 mol), triethyl orthoformate (41.6 mL, 0.250 mol), and 4-bromoaniline (36.1 g, 0.210 mol) was heated at 150° C. for 2 h with a Dean Stark trap. After this time triethyl orthoformate (20.8 mL) was added and the reaction mixture was stirred for 16 h. The reaction was cooled to room temperature, diluted with 1:1 methylene chloride/hexanes (200 mL), and filtered through a plug of silica. The filtrate was concentrated, triturated with hexanes ... Reactants: BrC1=CC(=C2C=CN(C2=C1)C1=C(C(=NC2=CC=C(C=C12)Cl)C)C)OC (4-(6-bromo-4-methoxy-1H-indol-1-yl)-6-chloro-2,3-dimethylquinoline), CC1(OB(OC1(C)C)C=1C=NNC1)C (4-(4,4,5,5-tetramethyl-1,3,2-dioxaborolan-2-yl)-1H-pyrazole). Product: ClC=1C=C2C(=C(C(=NC2=CC1)C)C)N1C=CC2=C(C=C(C=C12)C=1C=NNC1)OC (6-chloro-4-(4-methoxy-6-(1H-pyrazol-4-yl)-1H-indol-1-yl)-2,3-dimethylquinoline). Reaction SMILES: Br[C:2]1[CH:10]=[C:9]2[C:5]([CH:6]=[CH:7][N:8]2[C:11]2[C:20]3[C:15](=[CH:16][CH:17]=[C:18]([Cl:21])[CH:19]=3)[N:14]=[C:13]([CH3:22])[C:12]=2[CH3:23])=[C:4]([O:24][CH3:25])[CH:3]=1.CC1(C)C(C)(C)OB([C:34]2[CH:35]=[N:36][NH:37][CH:38]=2)O1>>[Cl:21][C:18]1[CH:19]=[C:20]2[C:15](=[CH:16][CH:17]=1)[N:14]=[C:13]([CH3:22])[C:12]([CH3:23])=[C:11]2[N:8]1[C:9]2[C:5](=[C:4]([O:24][CH3:25])[CH:3]=[C:2]([C:34]3[CH:35]=[N:36][NH:37][CH:38]=3)[CH:10]=2)[CH:6]=[CH:7]1. Reported procedure: Prepared according to procedure W using 4-(6-bromo-4-methoxy-1H-indol-1-yl)-6-chloro-2,3-dimethylquinoline (0.4 g, 0.962 mmol) and 4-(4,4,5,5-tetramethyl-1,3,2-dioxaborolan-2-yl)-1H-pyrazole (0.3734 g, 1.92 mmol) to give 6-chloro-4-(4-methoxy-6-(1H-pyrazol-4-yl)-1H-indol-1-yl)-2,3-dimethylquinoline as a white solid: 1H NMR (500 MHz, DMSO-d6) δ ppm 8.09 (2H, d, J=9.0 Hz), 7.81 (1H, s), 7.73 (1H, dd, J=8.9, 2.3 Hz), 7.39 (1H, d, J=3.2 Hz), 6.90-6.94 (2H, m), 6.80 (1H, dd, J=3.2, 0.5 Hz), 6.63 (1H,...